This data is from the Open Reaction Database (ORD), a public repository of structured organic reaction records. The task is: describe an organic reaction: reactants, conditions, products, and yield Reactants: O=C([O-])[O-], CC1(C)OB(c2cccc([N+](=O)[O-])c2)OC1(C)C, Cc1ccccc1, CCO, O=C(Nc1cccc(C(F)(F)F)c1)c1ccc(Cl)c(I)c1, [K+], [K+], O. The product is O=C(Nc1cccc(C(F)(F)F)c1)c1ccc(Cl)c(-c2cccc([N+](=O)[O-])c2)c1. Reaction SMILES: [C:40](=[O:41])([O-:42])[O-:43].[CH3:1][C:2]1([CH3:3])[C:4]([CH3:5])([CH3:6])[O:7][B:8]([c:9]2[cH:10][c:11]([N+:15](=[O:16])[O-:17])[cH:12][cH:13][cH:14]2)[O:18]1.[CH3:46][c:47]1[cH:48][cH:49][cH:50][cH:51][cH:52]1.[CH3:54][CH2:55][OH:56].[Cl:19][c:20]1[c:21]([I:39])[cH:22][c:23]([C:24](=[O:25])[NH:26][c:27]2[cH:28][c:29]([C:33]([F:34])([F:35])[F:36])[cH:30][cH:31][cH:32]2)[cH:37][cH:38]1.[K+:44].[K+:45].[OH2:53]>>[c:9]1(-[c:21]2[c:20]([Cl:19])[cH:38][cH:37][c:23]([C:24](=[O:25])[NH:26][c:27]3[cH:28][c:29]([C:33]([F:34])([F:35])[F:36])[cH:30][cH:31][cH:32]3)[cH:22]2)[cH:10][c:11]([N+:15](=[O:16])[O-:17])[cH:12][cH:13][cH:14]1.